This data is from the Open Reaction Database (ORD), a public repository of structured organic reaction records. The task is: describe an organic reaction: reactants, conditions, products, and yield The reactants are CC(=O)[O-], CC(=O)[O-], O=[N+]([O-])c1ccc(Cl)cc1, [F-], [K+], OB(O)c1ccccc1, [Pd+2]. The product is O=[N+]([O-])c1ccc(-c2ccccc2)cc1. Reaction SMILES: [C:22]([O-:23])(=[O:24])[CH3:25].[C:27]([O-:28])(=[O:29])[CH3:30].[Cl:12][c:13]1[cH:14][cH:15][c:16]([N+:19](=[O:20])[O-:21])[cH:17][cH:18]1.[F-:10].[K+:11].[OH:1][B:2]([OH:3])[c:4]1[cH:5][cH:6][cH:7][cH:8][cH:9]1.[Pd+2:26]>>[c:4]1(-[c:13]2[cH:14][cH:15][c:16]([N+:19](=[O:20])[O-:21])[cH:17][cH:18]2)[cH:5][cH:6][cH:7][cH:8][cH:9]1.